This data is from the Open Reaction Database (ORD), a public repository of structured organic reaction records. The task is: describe an organic reaction: reactants, conditions, products, and yield The reactants are [Mn](=O)(=O)(=O)[O-].[K+] (potassium permanganate), I(=O)(=O)(=O)[O-].[Na+] (sodium metaperiodate), C([O-])([O-])=O.[K+].[K+] (potassium carbonate), aqueous solution, [OH-].[Na+] (sodium hydroxide), N(=O)[O-].[Na+] (sodium nitrite), C[C@H](C=C)CCC=C(C)C ((S)-3,7-Dimethyl-1,6-octadiene), Cl (hydrochloric acid). Run in O (water), C(C)(C)(C)O (tert.-butanol). Run at time 2 hour. Product: C[C@H](C(C(=O)O)C(=O)O)CCC ((S)-2-methylpentane dicarboxylic acid). Reaction SMILES: [CH3:1][C@@H:2]([CH2:5][CH2:6][CH:7]=C(C)C)[CH:3]=[CH2:4].[Mn]([O-])(=O)(=O)=O.[K+].I([O-])(=O)(=O)=O.[Na+].[C:23](=[O:26])([O-])[O-:24].[K+].[K+].[OH-:29].[Na+].Cl.N([O-])=[O:33].[Na+]>O.C(O)(C)(C)C>[CH3:1][C@@H:2]([CH2:5][CH2:6][CH3:7])[CH:3]([C:23]([OH:24])=[O:26])[C:4]([OH:33])=[O:29] |f:1.2,3.4,5.6.7,8.9,11.12|. Reported procedure: (S)-3,7-Dimethyl-1,6-octadiene (85% ee) (61 mg, 0.44 mmol) was dissolved in a mixture of water (20 ml) and tert.-butanol (10 ml). To the solution cooled with ice, potassium permanganate, (185 mg, 1.17 mmol), sodium metaperiodate (1.46 g, 6.86 mmol) and potassium carbonate (366 mg, 2.64 mmol) were added. To the reaction mixture, a 3N aqueous solution of sodium hydroxide was added to adjust pH to 8, followed by stirring at room temperature for 2 hours. While cooling with ice, conc. hydrochloric ac... The reactants are Cl.Cl.Cl.COC=1C=C(C=CC1N1C=NC(=C1)C)NC=1SC=2CNCCC2N1 ([3-methoxy-4-(4-methyl-imidazol-1-yl)-phenyl]-(4,5,6,7-tetrahydro-thiazolo[5,4-c]pyridin-2-yl)-amine trihydrochloride), COCC(=O)O (methoxyacetic acid), ( 100 ). Yields the product COCC(=O)N1CC2=C(CC1)N=C(S2)NC2=CC(=C(C=C2)N2C=NC(=C2)C)OC (2-Methoxy-1-{2-[3-methoxy-4-(4-methyl-imidazol-1-yl)-phenylamino]-6,7-dihydro-4H-thiazolo[5,4-c]pyridin-5-yl}-ethanone). Reaction SMILES: Cl.Cl.Cl.[CH3:4][O:5][C:6]1[CH:7]=[C:8]([NH:18][C:19]2[S:20][C:21]3[CH2:22][NH:23][CH2:24][CH2:25][C:26]=3[N:27]=2)[CH:9]=[CH:10][C:11]=1[N:12]1[CH:16]=[C:15]([CH3:17])[N:14]=[CH:13]1.[CH3:28][O:29][CH2:30][C:31](O)=[O:32]>>[CH3:28][O:29][CH2:30][C:31]([N:23]1[CH2:24][CH2:25][C:26]2[N:27]=[C:19]([NH:18][C:8]3[CH:9]=[CH:10][C:11]([N:12]4[CH:16]=[C:15]([CH3:17])[N:14]=[CH:13]4)=[C:6]([O:5][CH3:4])[CH:7]=3)[S:20][C:21]=2[CH2:22]1)=[O:32] |f:0.1.2.3|. Procedure details: The title compound was prepared in analogy to example 53 from 90 mg (0.2 mmol) [3-methoxy-4-(4-methyl-imidazol-1-yl)-phenyl]-(4,5,6,7-tetrahydro-thiazolo[5,4-c]pyridin-2-yl)-amine trihydrochloride and 20 mg (0.22 mmol) methoxyacetic acid yielding 46 mg (56%) 2-methoxy-1-{2-[3-methoxy-4-(4-methyl-imidazol-1-yl)-phenylamino]-6,7-dihydro-4H-thiazolo[5,4-c]pyridin-5-yl}-ethanone as a light yellow solid. MS ISP (m/e): 414.2 (100) (M+H)+. 1H NMR (DMSO-D6, 250 MHz): δ (ppm)=10.32 (s, 1H), 7.65 (s, 1H),... Reactants: C1CCOC1, COC(=O)c1ccc2ncc(Oc3c(Cl)cc([N+](=O)[O-])cc3Cl)cc2c1, CCO, [Cl-], [Fe], [NH4+], O. Yields the product COC(=O)c1ccc2ncc(Oc3c(Cl)cc(N)cc3Cl)cc2c1. As a reaction SMILES: [CH2:32]1[O:33][CH2:34][CH2:35][CH2:36]1.[CH3:1][O:2][C:3](=[O:4])[c:5]1[cH:6][c:7]2[cH:8][c:9]([O:15][c:16]3[c:17]([Cl:26])[cH:18][c:19]([N+:23]([O-:24])=[O:25])[cH:20][c:21]3[Cl:22])[cH:10][n:11][c:12]2[cH:13][cH:14]1.[CH3:29][CH2:30][OH:31].[Cl-:27].[Fe:38].[NH4+:28].[OH2:37]>>[CH3:1][O:2][C:3](=[O:4])[c:5]1[cH:6][c:7]2[cH:8][c:9]([O:15][c:16]3[c:17]([Cl:26])[cH:18][c:19]([NH2:23])[cH:20][c:21]3[Cl:22])[cH:10][n:11][c:12]2[cH:13][cH:14]1. The reactants are CCCN(CCC)CCC, CCOC(C)=O, O=C(Cl)CCC1CCCC1, Cl, Nc1ccc2ncnc(N)c2c1, c1ccncc1. Yields the product Nc1ncnc2ccc(NC(=O)CCC3CCCC3)cc12. Reaction SMILES: [CH3:14][CH2:15][CH2:16][N:17]([CH2:18][CH2:19][CH3:20])[CH2:21][CH2:22][CH3:23].[CH3:40][CH2:41][O:42][C:43](=[O:44])[CH3:45].[CH:24]1([CH2:29][CH2:30][C:31](=[O:32])[Cl:33])[CH2:25][CH2:26][CH2:27][CH2:28]1.[ClH:1].[NH2:2][c:3]1[n:4][cH:5][n:6][c:7]2[cH:8][cH:9][c:10]([NH2:13])[cH:11][c:12]12.[cH:34]1[cH:35][cH:36][n:37][cH:38][cH:39]1>>[NH2:2][c:3]1[n:4][cH:5][n:6][c:7]2[cH:8][cH:9][c:10]([NH:13][C:31]([CH2:30][CH2:29][CH:24]3[CH2:25][CH2:26][CH2:27][CH2:28]3)=[O:32])[cH:11][c:12]12. Reactants: C(CO)(=O)O (glycolic acid), C[C@H](CNC)OC1=C2C(=NC=NC2=CC=C1)NC1=CC(=C(C=C1)OC=1C=NC(=CC1)C)C (5-[(1R)-1-methyl-2-(methylamino)ethoxy]-N-{3-methyl-4-[(6-methylpyridin-3-yl)oxy]phenyl}quinazolin-4-amine). Yields the product OCC(=O)N(C[C@@H](C)OC1=C2C(=NC=NC2=CC=C1)NC1=CC(=C(C=C1)OC=1C=NC(=CC1)C)C)C (2-Hydroxy-N-methyl-N-((2R)-2-{[4-({3-methyl-4-[(6-methylpyridin-3-yl)oxy]phenyl}amino)quinazolin-5-yl]oxy}propyl)acetamide). Yield: 86.0%. RXN SMILES: [C:1]([OH:5])(=O)[CH2:2][OH:3].[CH3:6][C@@H:7]([O:11][C:12]1[CH:21]=[CH:20][CH:19]=[C:18]2[C:13]=1[C:14]([NH:22][C:23]1[CH:28]=[CH:27][C:26]([O:29][C:30]3[CH:31]=[N:32][C:33]([CH3:36])=[CH:34][CH:35]=3)=[C:25]([CH3:37])[CH:24]=1)=[N:15][CH:16]=[N:17]2)[CH2:8][NH:9][CH3:10]>>[OH:3][CH2:2][C:1]([N:9]([CH3:10])[CH2:8][C@H:7]([O:11][C:12]1[CH:21]=[CH:20][CH:19]=[C:18]2[C:13]=1[C:14]([NH:22][C:23]1[CH:28]=[CH:27][C:26]([O:29][C:30]3[CH:31]=[N:32][C:33]([CH3:36])=[CH:34][CH:35]=3)=[C:25]([CH3:37])[CH:24]=1)=[N:15][CH:16]=[N:17]2)[CH3:6])=[O:5]. Reported procedure: The procedure described in Example 1 was repeated using glycolic acid and 5-[(1R)-1-methyl-2-(methylamino)ethoxy]-N-{3-methyl-4-[(6-methylpyridin-3-yl)oxy]phenyl}quinazolin-4-amine to give the title compound in 86% yield; NMR spectrum (CDCl3) 1.55 (d, 3H), 2.30 (s, 3H), 2.53 (s, 3H), 2.96 (s, 3H), 3.59 (dd, 1H), 4.16-4.07 (m, 3H), 5.08 (m, 1H), 6.92 (d, 1H), 7.02 (d, 1H), 7.09 (d, 1H), 7.14 (d, 1H), 7.50 (m, 2H), 7.65 (m, 2H), 8.28 (s, 1H), 8.61 (s, 1H), 9.87 (s 1H); Mass spectrum: MH+ 488. Starting materials: O=CC[C@@H](O)[C@H](O)[C@H](O)CO (2-deoxy-D-glucose), O=CC[C@@H](O)[C@H](O)[C@H](O)CO (2-deoxy-D-glucose), C(C1=CC=CC=C1)O (benzyl alcohol). Reaction conditions: temperature 60 celsius, time 24 hour. Product: O([C@H]1C[C@@H](O)[C@H](O)[C@H](O1)CO)CC1=CC=CC=C1 (Benzyl 2-deoxy-β-D-glucopyranoside). Isolated yield 69.0%. As a reaction SMILES: [O:1]=[CH:2][CH2:3][C@H:4]([C@@H:6]([C@@H:8]([CH2:10][OH:11])[OH:9])[OH:7])[OH:5].[CH2:12](O)[C:13]1[CH:18]=[CH:17][CH:16]=[CH:15][CH:14]=1>>[O:1]([CH2:12][C:13]1[CH:18]=[CH:17][CH:16]=[CH:15][CH:14]=1)[C@@H:2]1[O:9][C@H:8]([CH2:10][OH:11])[C@@H:6]([OH:7])[C@H:4]([OH:5])[CH2:3]1. Procedure details: 2-deoxy-D-glucose (Compound 1a, 2.5 g, 15.2 mmol) was dissolved in benzyl alcohol (20 mL), and then Dowex® 50W-X8 (H+ form, 3.5 g) was added. The reaction solution was stirred at 60° C. for 24 hours. Then the resin was filtered off, and the product was purified by flash column chromatography with CHCl3—MeOH (15:1) to give Compound 1 (2.67 g, 10.5 mmol) in 69 percent yield.